Dataset: the Open Reaction Database (ORD), a public repository of structured organic reaction records. Task: describe an organic reaction: reactants, conditions, products, and yield The reactants are C(#N)C1=C(C=C(C=C1)NC1CCN(CC1)C(=O)OC(C)(C)C)C(F)(F)F (tert-butyl 4-[[4-cyano-3-(trifluoromethyl)phenyl]amino]piperidine-1-carboxylate), FC(C(=O)O)(F)F (trifluoroacetic acid). Solvent: ClCCl (dichloromethane). Conditions: time 2 hour. Product: C(#N)C1=C(C=C(C=C1)NC1CCNCC1)C(F)(F)F (N-[4-cyano-3-(trifluoromethyl)phenyl]piperidin-4-amine). Isolated yield 84.3%. RXN SMILES: [C:1]([C:3]1[CH:8]=[CH:7][C:6]([NH:9][CH:10]2[CH2:15][CH2:14][N:13](C(OC(C)(C)C)=O)[CH2:12][CH2:11]2)=[CH:5][C:4]=1[C:23]([F:26])([F:25])[F:24])#[N:2].FC(F)(F)C(O)=O>ClCCl>[C:1]([C:3]1[CH:8]=[CH:7][C:6]([NH:9][CH:10]2[CH2:11][CH2:12][NH:13][CH2:14][CH2:15]2)=[CH:5][C:4]=1[C:23]([F:26])([F:24])[F:25])#[N:2]. Procedure details: To a solution of tert-butyl 4-[[4-cyano-3-(trifluoromethyl)phenyl]amino]piperidine-1-carboxylate (150 mg, 0.41 mmol) in dichloromethane (4 mL) was added trifluoroacetic acid (1 ml). The solution was stirred for 2 hours at room temperature and then concentrated under vacuum. The crude material was diluted with 100 ml of EtOAc and washed with sodium bicarbonate (saturated aqueous) and then brine. The organic layer was dried over anhydrous sodium sulfate, filtered, and concentrated under vacuum. Th... Reactants: [H-].[Na+] (Sodium hydride), OC1N(C(C2=CC=CC=C12)=O)C1=NC2=NC(=CC=C2C=C1)OC (3-hydroxy-2-(7-methoxy-1,8-naphthyridin-2-yl)-1-isoindolinone), CN(C(CCl)=O)C (N,N-dimethyl-2chloroacetamide). Solvent: CN(C=O)C (dimethylformamide). Conditions: temperature 70 celsius, time 3 hour. Yields the product CN(C(COC1N(C(C2=CC=CC=C12)=O)C1=NC2=NC(=CC=C2C=C1)OC)=O)C (N,N-dimethyl-2-[2-(7-methoxy-1,8-naphthyridin-2-yl)- 3-oxo-1 -isoindolinyloxy]acetamide). Yield: 50.5%. Reaction SMILES: [H-].[Na+].[OH:3][CH:4]1[C:12]2[C:7](=[CH:8][CH:9]=[CH:10][CH:11]=2)[C:6](=[O:13])[N:5]1[C:14]1[CH:23]=[CH:22][C:21]2[C:16](=[N:17][C:18]([O:24][CH3:25])=[CH:19][CH:20]=2)[N:15]=1.[CH3:26][N:27]([CH3:32])[C:28](=[O:31])[CH2:29]Cl>CN(C)C=O>[CH3:26][N:27]([CH3:32])[C:28](=[O:31])[CH2:29][O:13][CH:6]1[C:7]2[C:12](=[CH:11][CH:10]=[CH:9][CH:8]=2)[C:4](=[O:3])[N:5]1[C:14]1[CH:23]=[CH:22][C:21]2[C:16](=[N:17][C:18]([O:24][CH3:25])=[CH:19][CH:20]=2)[N:15]=1 |f:0.1|. Reported procedure: Sodium hydride (0.25 g) is added in small portions at a temperature in the region of 0° C. to a solution, maintained under an argon atmosphere, of 3-hydroxy-2-(7-methoxy-1,8-naphthyridin-2-yl)-1-isoindolinone (3.1 g) in anhydrous dimethylformamide (50 cc). The suspension obtained is stirred for 45 minutes at a temperature in the region of 0° C., and N,N-dimethyl-2chloroacetamide (1.3 g) is then added. The reaction mixture is heated with stirring to a temperature of 70° C. for 3 hours, then coole... The reactants are COC1=CC=C(C=C1)C1(OCCO1)CNC(=S)NCCC (N-[2-(4-methoxyphenyl)-1,3-dioxolan-2-ylmethyl]-N'-propylthiourea), IC (iodomethane). Solvent: C(C)O (ethanol). Conditions: temperature 50 celsius. Yields the product I.COC1=CC=C(C=C1)C1(OCCO1)CNC(=NCCC)SC (methyl N-[2-(4-methoxyphenyl)-1,3-dioxolan-2-ylmethyl]-N'-propylcarbamimidothioate monohydroiodide). Reaction SMILES: [CH3:1][O:2][C:3]1[CH:8]=[CH:7][C:6]([C:9]2([CH2:14][NH:15][C:16]([NH:18][CH2:19][CH2:20][CH3:21])=[S:17])[O:13][CH2:12][CH2:11][O:10]2)=[CH:5][CH:4]=1.[I:22][CH3:23]>C(O)C>[IH:22].[CH3:1][O:2][C:3]1[CH:8]=[CH:7][C:6]([C:9]2([CH2:14][NH:15][C:16]([S:17][CH3:23])=[N:18][CH2:19][CH2:20][CH3:21])[O:13][CH2:12][CH2:11][O:10]2)=[CH:5][CH:4]=1 |f:3.4|. Procedure details: A mixture of 5 parts of N-[2-(4-methoxyphenyl)-1,3-dioxolan-2-ylmethyl]-N'-propylthiourea, 3.5 parts of iodomethane and 60 parts of ethanol is stirred and heated for 2 hours at about 50° C. The reaction mixture is evaporated and the oily residue is crystallized from ethyl acetate. The product is filtered off and dried, yielding 5.5 parts of methyl N-[2-(4-methoxyphenyl)-1,3-dioxolan-2-ylmethyl]-N'-propylcarbamimidothioate monohydroiodide; mp. 91.2° C. Reactants: CC(C)O, CC(=O)c1ccccc1. Product: CC(O)c1ccccc1. Reaction SMILES: [CH3:10][CH:11]([OH:12])[CH3:13].[CH3:1][C:2](=[O:3])[c:4]1[cH:5][cH:6][cH:7][cH:8][cH:9]1>>[CH3:1][CH:2]([OH:3])[c:4]1[cH:5][cH:6][cH:7][cH:8][cH:9]1. As a reaction SMILES: [NH2:1][C:2]1[C:3](=[O:9])[N:4]([CH3:8])[N:5]=[CH:6][CH:7]=1.[CH:10]([C:13]1[CH:14]=[CH:15][C:16]([CH3:26])=[C:17]([CH:25]=1)[O:18][CH:19]1[CH2:24][CH2:23][NH:22][CH2:21][CH2:20]1)([CH3:12])[CH3:11].Cl.FC(F)(F)C1C=CC=C[C:31]=1[O:32]C1CCNCC1>>[CH3:8][N:4]1[C:3](=[O:9])[C:2]([NH:1][C:31]([N:22]2[CH2:23][CH2:24][CH:19]([O:18][C:17]3[CH:25]=[C:13]([CH:10]([CH3:12])[CH3:11])[CH:14]=[CH:15][C:16]=3[CH3:26])[CH2:20][CH2:21]2)=[O:32])=[CH:7][CH:6]=[N:5]1 |f:2.3|. Isolated yield 51.0%. Reported procedure: Compound 57 is prepared from intermediate 4c and from 4-(5-isopropyl-2-methyl-phenoxy)-piperidine (obtained following the method described for intermediate 1a,) applying synthesis method 7 (yield: 51%). The product is CN1N=CC=C(C1=O)NC(=O)N1CCC(CC1)OC1=C(C=CC(=C1)C(C)C)C (4-(2-methyl-5-isopropyl-phenoxy)-pipéridine-1-carboxylic acid (2-methyl-3-oxo-2,3-dihydro-pyridazin-4-yl)-amide). Reactants: NC=1C(N(N=CC1)C)=O (4-Amino-2-methyl-2H-pyridazin-3-one), C(C)(C)C=1C=CC(=C(OC2CCNCC2)C1)C (4-(5-isopropyl-2-methyl-phenoxy)-piperidine), Cl.FC(C1=C(OC2CCNCC2)C=CC=C1)(F)F (4-(2-Trifluoromethyl-phenoxy)-piperidine hydrochloride). The reactants are N1(CCCCC1)CC=1C=C(OCCCC=NNC(=O)N)C=CC1 (4-[3-(1-piperidinylmethyl)phenoxy]butanal semicarbazone), C=O (formaldehyde), C([O-])([O-])=O.[Na+].[Na+] (sodium carbonate). Run in O (water), Cl (hydrochloric acid). The product is N1(CCCCC1)CC=1C=C(OCCCC=O)C=CC1 (4-[3-(1-piperidinylmethyl)phenoxy]butanal). Reaction SMILES: [N:1]1([CH2:7][C:8]2[CH:9]=[C:10]([CH:21]=[CH:22][CH:23]=2)[O:11][CH2:12][CH2:13][CH2:14][CH:15]=NNC(N)=O)[CH2:6][CH2:5][CH2:4][CH2:3][CH2:2]1.C=O.C(=O)([O-])[O-:27].[Na+].[Na+]>Cl.O>[N:1]1([CH2:7][C:8]2[CH:9]=[C:10]([CH:21]=[CH:22][CH:23]=2)[O:11][CH2:12][CH2:13][CH2:14][CH:15]=[O:27])[CH2:6][CH2:5][CH2:4][CH2:3][CH2:2]1 |f:2.3.4|. Procedure details: 4-[3-(1-piperidinylmethyl)phenoxy]butanal semicarbazone (9.43 g) and 37% formaldehyde (80 ml) in 2N hydrochloric acid (80 ml) were stirred at room temperature for 2.5 h and then diluted with water. The solution was basified with sodium carbonate and extracted with ether. The organic extract was washed with brine, and distilled to give the title compound as a colourless oil (5.59 g) b.p. 200°, 0.06 mm; tlc methanol Rf 0.7. Reactants: CC(C(O)C1=CC=C(C=C1)[N+](=O)[O-])(C)O (2-methyl-1-(4-nitrophenyl)propane-1,2-diol), COC(C)(C)OC (2,2-dimethoxypropane), CC=1C=CC(=CC1)S(=O)(=O)O (TsOH), CC(OCC)=O (EA). Solvent: CC(=O)C (acetone). Product: CC1(OC(C(O1)(C)C)C1=CC=C(C=C1)[N+](=O)[O-])C (2,2,4,4-tetramethyl-5-(4-nitrophenyl)-1,3-dioxolane). Yield: 84.1%. RXN SMILES: [CH3:1][C:2]([OH:15])([CH3:14])[CH:3]([C:5]1[CH:10]=[CH:9][C:8]([N+:11]([O-:13])=[O:12])=[CH:7][CH:6]=1)[OH:4].CO[C:18](OC)([CH3:20])[CH3:19].CC1C=CC(S(O)(=O)=O)=CC=1.CC(=O)OCC>CC(C)=O>[CH3:19][C:18]1([CH3:20])[O:15][C:2]([CH3:1])([CH3:14])[CH:3]([C:5]2[CH:6]=[CH:7][C:8]([N+:11]([O-:13])=[O:12])=[CH:9][CH:10]=2)[O:4]1. Reported procedure: A solution of 2-methyl-1-(4-nitrophenyl)propane-1,2-diol (1.5 g, 7.1 mmol), 2,2-dimethoxypropane (1.45 g, 14.2 mmol) and TsOH (cat., 260 mg, 1.5 mmol) in acetone (40 mL) was stirred at 30° C. for 16 h. The reaction mixture was concentrated. The residue was purified by silica gel chromatography, eluting with PE:EA (8:1), to obtain the desired product (1.5 g, 85% yield) as a white solid. 1H-NMR (500 MHz, CDCl3) δ ppm 8.23 (d, 2H, J=9.0 Hz), 7.57 (d, 2H, J=9.0 Hz), 4.93 (s, 1H), 1.59 (s, 3H), 1.48 ...